This data is from the Open Reaction Database (ORD), a public repository of structured organic reaction records. The task is: describe an organic reaction: reactants, conditions, products, and yield Starting materials: NC1=NC=CC(=C1N)C (2,3-diamino-4-picoline), C(C(C)C)(=O)O (isobutyric acid). Product: C(C)(C)C=1NC=2C(=NC=CC2C)N1 (2-Isopropyl-7-methylimidazo[4,5-b]pyridine), product. Yield: 72.0%. Reaction SMILES: [NH2:1][C:2]1[C:7]([NH2:8])=[C:6]([CH3:9])[CH:5]=[CH:4][N:3]=1.[C:10](O)(=O)[CH:11]([CH3:13])[CH3:12]>>[CH:11]([C:13]1[NH:8][C:7]2[C:2]([N:1]=1)=[N:3][CH:4]=[CH:5][C:6]=2[CH3:9])([CH3:12])[CH3:10]. Procedure: The title compound was prepared from 2,3-diamino-4-picoline (0.246 g, 2 mmol) and isobutyric acid (0.19 ml, 2 mmol) according to the procedure described in Step 1 of Example 9. The crude product was purified by flash chromatography on silica-gel using EtOAc-MeOH (20:1) to give the pure product (0.25 g, 72%) as a tan colored solid.